describe an organic reaction: reactants, conditions, products, and yield From a dataset of the Open Reaction Database (ORD), a public repository of structured organic reaction records. Reactants: solution, Cl (hydrogen chloride), C(C)C1=C(C(=C(C=C1O)O)C(C1=CC(=C(C=C1)OCCN1CCOCC1)OC)=O)CC(=O)N(CCOC)CCOC (2-{2-ethyl-3,5-dihydroxy-6-[3-methoxy-4-(2-morpholinoethoxy)benzoyl]phenyl}-N,N-bis(2-methoxyethyl)acetamide). Product: Cl.C(C)C1=C(C(=C(C=C1O)O)C(C1=CC(=C(C=C1)OCCN1CCOCC1)OC)=O)CC(=O)N(CCOC)CCOC (2-{2-ethyl-3,5-dihydroxy-6-[3-methoxy-4-(2-morpholinoethoxy)benzoyl]phenyl}-N,N-bis(2-methoxyethyl)acetamide hydrochloride). Procedure: Compound 125 (110 mg, 0.19 mmol) obtained in Example 124, Step 3 was dissolved in methanol (1.0 mL), and a 10% solution of hydrogen chloride in methanol (1.5 mL, 3.5 mmol) was added thereto with stirring under ice-cooling. The reaction mixture was stirred at room temperature for 30 minutes, and concentrated under reduced pressure. The resulting residue was crystallized from ethanol to obtain Compound 139 (106 mg, 89%). RXN SMILES: [CH2:1]([C:3]1[C:8]([OH:9])=[CH:7][C:6]([OH:10])=[C:5]([C:11](=[O:29])[C:12]2[CH:17]=[CH:16][C:15]([O:18][CH2:19][CH2:20][N:21]3[CH2:26][CH2:25][O:24][CH2:23][CH2:22]3)=[C:14]([O:27][CH3:28])[CH:13]=2)[C:4]=1[CH2:30][C:31]([N:33]([CH2:38][CH2:39][O:40][CH3:41])[CH2:34][CH2:35][O:36][CH3:37])=[O:32])[CH3:2].[ClH:42]>CO>[ClH:42].[CH2:1]([C:3]1[C:8]([OH:9])=[CH:7][C:6]([OH:10])=[C:5]([C:11](=[O:29])[C:12]2[CH:17]=[CH:16][C:15]([O:18][CH2:19][CH2:20][N:21]3[CH2:26][CH2:25][O:24][CH2:23][CH2:22]3)=[C:14]([O:27][CH3:28])[CH:13]=2)[C:4]=1[CH2:30][C:31]([N:33]([CH2:34][CH2:35][O:36][CH3:37])[CH2:38][CH2:39][O:40][CH3:41])=[O:32])[CH3:2] |f:3.4|. Solvent: CO (methanol), CO (methanol). Yield: 89.0%. Yield: 100.0%. Run at time 8 hour. Procedure details: To a vigorously stirred solution of (S)-1-tert-butyl 2-methyl 2-methylpyrrolidine-1,2-dicarboxylate 106B (1 g, 4.11 mmol) in ethyl acetate (40 ml) was added a solution of NaIO4 (3.52 g, 16.46 mmol) and RuCl3 (10 mg, 0.04 mmol) in water (40 ml). The reaction mixture was stirred at room temperature overnight and quenched with isopropanol. The reaction mixture was stirred at room temperature for 20 min and concentrated. The residue was dissolved in ethyl acetate, washed with water and brine, and dr... Starting materials: C[C@@]1(N(CCC1)C(=O)OC(C)(C)C)C(=O)OC ((S)-1-tert-Butyl 2-methyl 2-methylpyrrolidine-1,2-dicarboxylate), NaIO4, RuCl3, C(C)(=O)OCC (ethyl acetate). Run in O (water). RXN SMILES: [CH3:1][C@@:2]1([C:14]([O:16][CH3:17])=[O:15])[CH2:6][CH2:5][CH2:4][N:3]1[C:7]([O:9][C:10]([CH3:13])([CH3:12])[CH3:11])=[O:8].C(OCC)(=[O:20])C>O>[CH3:1][C@@:2]1([C:14]([O:16][CH3:17])=[O:15])[CH2:6][CH2:5][C:4](=[O:20])[N:3]1[C:7]([O:9][C:10]([CH3:11])([CH3:12])[CH3:13])=[O:8]. Yields the product C[C@@]1(N(C(CC1)=O)C(=O)OC(C)(C)C)C(=O)OC ((S)-1-tert-Butyl 2-methyl 2-methyl-5-oxopyrrolidine-1,2-dicarboxylate). The reactants are C20H23N5O3S, CN1C(=NC2=C1C=CC(=C2)S(=O)(=O)N2CCCC2)COC2=CC(=CC=C2)C#N (1-methyl-2-[(3-cyanophenyl)oxymethyl]benzimidazol-5-yl-sulfonic acid-pyrrolidide), Cl (hydrochloric acid), C([O-])([O-])=O.[NH4+].[NH4+] (ammonium carbonate). Solvent: C(C)O (ethanol). Yields the product Cl.CN1C(=NC2=C1C=CC(=C2)S(=O)(=O)N2CCCC2)COC2=CC(=CC=C2)C(N)=N (1-Methyl-2-[(3-amidinophenyl)oxymethyl]benzimidazol-5-yl-sulfonic acid-pyrrolidide hydrochloride). Yield: 71.0%. RXN SMILES: [CH3:1][N:2]1[C:6]2[CH:7]=[CH:8][C:9]([S:11]([N:14]3[CH2:18][CH2:17][CH2:16][CH2:15]3)(=[O:13])=[O:12])=[CH:10][C:5]=2[N:4]=[C:3]1[CH2:19][O:20][C:21]1[CH:26]=[CH:25][CH:24]=[C:23]([C:27]#[N:28])[CH:22]=1.[ClH:29].C(=O)([O-])[O-].[NH4+:34].[NH4+]>C(O)C>[ClH:29].[CH3:1][N:2]1[C:6]2[CH:7]=[CH:8][C:9]([S:11]([N:14]3[CH2:15][CH2:16][CH2:17][CH2:18]3)(=[O:12])=[O:13])=[CH:10][C:5]=2[N:4]=[C:3]1[CH2:19][O:20][C:21]1[CH:26]=[CH:25][CH:24]=[C:23]([C:27](=[NH:34])[NH2:28])[CH:22]=1 |f:2.3.4,6.7|. Reported procedure: Prepared analogously to Example 32 from 1-methyl-2-[(3-cyanophenyl)oxymethyl]benzimidazol-5-yl-sulfonic acid-pyrrolidide, ethanolic hydrochloric acid, ethanol, and ammonium carbonate. Yield: 71% of theory, C20H23N5O3S (413.5); EKA mass spectrum: (M+H)+=414. Starting materials: CONC(=O)c1cc2c(Cl)ccnc2cc1OCc1ccccc1, CCOC(C)=O, CS(C)=O, [H-], Nc1ccc(O)cc1Cl, [Na+], O. The product is CONC(=O)c1cc2c(Oc3ccc(N)c(Cl)c3)ccnc2cc1OCc1ccccc1. As a reaction SMILES: [CH3:12][O:13][NH:14][C:15](=[O:16])[c:17]1[cH:18][c:19]2[c:20]([Cl:35])[cH:21][cH:22][n:23][c:24]2[cH:25][c:26]1[O:27][CH2:28][c:29]1[cH:30][cH:31][cH:32][cH:33][cH:34]1.[CH3:36][CH2:37][O:38][C:39](=[O:40])[CH3:41].[CH3:42][S:43]([CH3:44])=[O:45].[H-:10].[NH2:1][c:2]1[c:3]([Cl:9])[cH:4][c:5]([OH:8])[cH:6][cH:7]1.[Na+:11].[OH2:46]>>[NH2:1][c:2]1[c:3]([Cl:9])[cH:4][c:5]([O:8][c:20]2[c:19]3[cH:18][c:17]([C:15]([NH:14][O:13][CH3:12])=[O:16])[c:26]([O:27][CH2:28][c:29]4[cH:30][cH:31][cH:32][cH:33][cH:34]4)[cH:25][c:24]3[n:23][cH:22][cH:21]2)[cH:6][cH:7]1. The reactants are CN1N=C2C=C(C=CC2=C1)C=1C2=C(N=CN1)N(C=C2C(=O)OCC)COCC[Si](C)(C)C (ethyl 4-(2-methyl-2H-indazol-6-yl)-7-{[2-(trimethylsilyl)ethoxy]methyl}-7H-pyrrolo[2,3-d]pyrimidine-5-carboxylate), [Li+].[OH-] (LiOH), CC(=O)O (AcOH). Solvent: CO (MeOH). Run at temperature 60 celsius. Yields the product CN1N=C2C=C(C=CC2=C1)C=1C2=C(N=CN1)N(C=C2C(=O)O)COCC[Si](C)(C)C (4-(2-methyl-2H-indazol-6-yl)-7-{[2-(trimethylsilyl)ethoxy]methyl}-7H-pyrrolo[2,3-d]pyrimidine-5-carboxylic acid). Reaction SMILES: [CH3:1][N:2]1[CH:10]=[C:9]2[C:4]([CH:5]=[C:6]([C:11]3[C:12]4[C:19]([C:20]([O:22]CC)=[O:21])=[CH:18][N:17]([CH2:25][O:26][CH2:27][CH2:28][Si:29]([CH3:32])([CH3:31])[CH3:30])[C:13]=4[N:14]=[CH:15][N:16]=3)[CH:7]=[CH:8]2)=[N:3]1.[Li+].[OH-].CC(O)=O>CO>[CH3:1][N:2]1[CH:10]=[C:9]2[C:4]([CH:5]=[C:6]([C:11]3[C:12]4[C:19]([C:20]([OH:22])=[O:21])=[CH:18][N:17]([CH2:25][O:26][CH2:27][CH2:28][Si:29]([CH3:32])([CH3:31])[CH3:30])[C:13]=4[N:14]=[CH:15][N:16]=3)[CH:7]=[CH:8]2)=[N:3]1 |f:1.2|. Procedure details: To a solution of ethyl 4-(2-methyl-2H-indazol-6-yl)-7-{[2-(trimethylsilyl)ethoxy]methyl}-7H-pyrrolo[2,3-d]pyrimidine-5-carboxylate in MeOH (2.0 mL) was added 2 M aqueous LiOH (1.1 mL) and the reaction mixture was heated at 60° C. for 17 hours. The reaction mixture was then acidified with AcOH and extracted with EtOAc (×3). The combined organic layers were then washed with brine, dried with sodium sulfate, filtered and concentrated under reduced pressure to give 4-(2-methyl-2H-indazol-6-yl)-7-{[2...